From a dataset of the Open Reaction Database (ORD), a public repository of structured organic reaction records. describe an organic reaction: reactants, conditions, products, and yield The reactants are CC(=O)OC1CCC2(C)C3=C(CC(O)C2C1)C1CCC(C(C)CCCC(C)C)C1(C)CC3, CCO. Yields the product CC(C)CCCC(C)C1CCC2C3=C(CCC21C)C1(C)CCC(O)CC1C(O)C3. RXN SMILES: [C:1](=[O:2])([CH3:3])[O:4][CH:5]1[CH2:6][CH:7]2[CH:8]([OH:32])[CH2:9][C:10]3=[C:26]([CH2:25][CH2:24][C:23]4([CH3:31])[CH:11]3[CH2:12][CH2:13][CH:14]4[CH:15]([CH2:16][CH2:17][CH2:18][CH:19]([CH3:20])[CH3:21])[CH3:22])[C:27]2([CH3:30])[CH2:28][CH2:29]1.[CH3:33][CH2:34][OH:35]>>[OH:4][CH:5]1[CH2:6][CH:7]2[CH:8]([OH:32])[CH2:9][C:10]3=[C:26]([CH2:25][CH2:24][C:23]4([CH3:31])[CH:11]3[CH2:12][CH2:13][CH:14]4[CH:15]([CH2:16][CH2:17][CH2:18][CH:19]([CH3:20])[CH3:21])[CH3:22])[C:27]2([CH3:30])[CH2:28][CH2:29]1. Starting materials: N1CCCCC1 (piperidine), C(C)(=O)O (Acetic acid), C(C1=CC=CC=C1)OCC(C(C=O)CC)=O (4-benzyloxy-3-oxo-2-ethylbutanal), C(CC#N)#N (malononitrile). The solvent is C(C)O (ethanol), C(C)O (ethanol). Reaction conditions: temperature 70 celsius, time 14 hour. Yields the product C(#N)C=1C(NC(=C(C1)CC)COCC1=CC=CC=C1)=O (3-cyano-5-ethyl-6-benzyloxymethyl-2(1H)-pyridinone). RXN SMILES: C(O)(=[O:3])C.[CH2:5]([O:12][CH2:13][C:14](=O)[CH:15]([CH2:18][CH3:19])[CH:16]=O)[C:6]1[CH:11]=[CH:10][CH:9]=[CH:8][CH:7]=1.[C:21](#[N:25])[CH2:22][C:23]#[N:24].N1CCCCC1>C(O)C>[C:23]([C:22]1[C:21](=[O:3])[NH:25][C:14]([CH2:13][O:12][CH2:5][C:6]2[CH:11]=[CH:10][CH:9]=[CH:8][CH:7]=2)=[C:15]([CH2:18][CH3:19])[CH:16]=1)#[N:24]. Procedure details: Acetic acid (2.0 mL, 35 mmol) was added to a solution of crude 4-benzyloxy-3-oxo-2-ethylbutanal (6.4 g, ~24 mmol) and malononitrile (2.22 g, 33 mmol) in ethanol (30 mL) followed by dropwise addition of piperidine (2.37 mL, 24 mmol) to give a dark reddish brown solution. After stirring for 14 hours, a copious precipitate formed. This mixture was warmed at 70° C. for 15 hours and then allowed to cool to room temperature. This blackish mixture was diluted with ethanol and the precipitated product w... The reactants are O=C([O-])[O-], CN(C)C=O, Fc1ccc(-c2nn3c(c2-c2ccnc(Cl)n2)CCCN3)cc1, CI, [K+], [K+], O. The product is CN1CCCc2c(-c3ccnc(Cl)n3)c(-c3ccc(F)cc3)nn21. RXN SMILES: [C:26](=[O:27])([O-:28])[O-:29].[CH3:32][N:33]([CH3:34])[CH:35]=[O:36].[Cl:1][c:2]1[n:3][cH:4][cH:5][c:6](-[c:8]2[c:9](-[c:17]3[cH:18][cH:19][c:20]([F:23])[cH:21][cH:22]3)[n:10][n:11]3[c:16]2[CH2:15][CH2:14][CH2:13][NH:12]3)[n:7]1.[I:24][CH3:25].[K+:30].[K+:31].[OH2:37]>>[Cl:1][c:2]1[n:3][cH:4][cH:5][c:6](-[c:8]2[c:9](-[c:17]3[cH:18][cH:19][c:20]([F:23])[cH:21][cH:22]3)[n:10][n:11]3[c:16]2[CH2:15][CH2:14][CH2:13][N:12]3[CH3:26])[n:7]1. The reactants are C(C)(C)(C)OC(=O)N1CCC(=CC1)B1OC(C(O1)(C)C)(C)C (4-(4,4,5,5-Tetramethyl-[1,3,2]dioxaborolan-2-yl)-3,6-dihydro-2H-pyridine-1-carboxylic acid tert-butyl ester), BrC1=C(C=C(C=C1)I)F (1-Bromo-2-fluoro-4-iodo-benzene), C([O-])([O-])=O.[K+].[K+] (potassium carbonate), 4v, 1v, O1CCOCC1 (1,4-dioxane). Reagents/catalysts: [Pd+2].ClC1=C([C-](C=C1)P(C1=CC=CC=C1)C1=CC=CC=C1)Cl.[C-]1(C=CC=C1)P(C1=CC=CC=C1)C1=CC=CC=C1.[Fe+2].ClCCl (dichloro[1,1′-bis(diphenylphosphino)ferrocene] palladium (II) dichloromethane). Solvent: O (water). Run at time 8 hour. Product: C(C)(C)(C)OC(=O)N1CCC(=CC1)C1=CC(=C(C=C1)Br)F (4-(4-Bromo-3-fluoro-phenyl)-3,6-dihydro-2H-pyridine-1-carboxylic acid tert-butyl ester). RXN SMILES: [C:1]([O:5][C:6]([N:8]1[CH2:13][CH:12]=[C:11](B2OC(C)(C)C(C)(C)O2)[CH2:10][CH2:9]1)=[O:7])([CH3:4])([CH3:3])[CH3:2].[Br:23][C:24]1[CH:29]=[CH:28][C:27](I)=[CH:26][C:25]=1[F:31].C(=O)([O-])[O-].[K+].[K+].O1CCOCC1>[Pd+2].ClC1C=C[C-](P(C2C=CC=CC=2)C2C=CC=CC=2)C=1Cl.[C-]1(P(C2C=CC=CC=2)C2C=CC=CC=2)C=CC=C1.[Fe+2].ClCCl.O>[C:1]([O:5][C:6]([N:8]1[CH2:13][CH:12]=[C:11]([C:27]2[CH:28]=[CH:29][C:24]([Br:23])=[C:25]([F:31])[CH:26]=2)[CH2:10][CH2:9]1)=[O:7])([CH3:2])([CH3:3])[CH3:4] |f:2.3.4,6.7.8.9.10|. Procedure: 4-(4,4,5,5-Tetramethyl-[1,3,2]dioxaborolan-2-yl)-3,6-dihydro-2H-pyridine-1-carboxylic acid tert-butyl ester (14AB) (4.0 g, 12.9 mmol, 1 equiv), 1-Bromo-2-fluoro-4-iodo-benzene (15AB) (5.84 g, 19.4 mmol, 1.5 equiv), potassium carbonate (5.4 g, 38.8 mmol, 3 equiv), and a (4v:1v) mixture of 1,4-dioxane and water (120 mL: 30 mL) were all added in a pressure vessel (350 mL) and the mixture was bubbled with nitrogen gas for about 10 minutes. To this mixture was added dichloro[1,1′-bis(diphenylphosphin... The reactants are ClC1=CC(=CC=C1)C(=O)OO (m-chloroperbenzoic acid), BrCC(=O)C1=CC=C(C=C1)SC (2-bromo-1-(4-methylsulphanylphenyl)-1-ethanone), ClC=1C=C(C(=O)O)C=CC1 (m-chlorobenzoic acid). The solvent is C(Cl)(Cl)Cl (CHCl3), C(Cl)(Cl)Cl (CHCl3). Product: BrCC(=O)C1=CC=C(C=C1)S(=O)C (1-Bromo-2-(4-methylsulphinylphenyl)-2-ethanone). The yield is 33.2%. RXN SMILES: [Br:1][CH2:2][C:3]([C:5]1[CH:10]=[CH:9][C:8]([S:11][CH3:12])=[CH:7][CH:6]=1)=[O:4].ClC1C=CC=C(C(OO)=[O:21])C=1.ClC1C=C(C=CC=1)C(O)=O>C(Cl)(Cl)Cl>[Br:1][CH2:2][C:3]([C:5]1[CH:10]=[CH:9][C:8]([S:11]([CH3:12])=[O:21])=[CH:7][CH:6]=1)=[O:4]. Procedure details: A solution of 2-bromo-1-(4-methylsulphanylphenyl)-1-ethanone (3.7 g, 15 mmol) in CHCl3 (50 ml) is maintained at a temperature of −5° C. A solution of m-chloroperbenzoic acid (70%, 3.7 g, 15 mmol) in CHCl3 (30 ml) cooled to 0° C. is added dropwise while maintaining an IT of −5° C. to 0° C. After stirring for ½ hour in the cold, the deposited m-chlorobenzoic acid is filtered off. The filtrate is first washed with NaHCO3 solution (8% strength, 50 ml) until acid-free and then rewashed with water (50...